This data is from the Open Reaction Database (ORD), a public repository of structured organic reaction records. The task is: describe an organic reaction: reactants, conditions, products, and yield Starting materials: CC(=O)C (DMF), BrC1=NC=CC=C1O (2-Bromo3-pyridinol), BrC=1C=C(C=CC1)S (3-bromothiophenol), CC(=O)C (dimethylformaldehyde), C(C)(=O)OCC (ethyl acetate). Solvent: O1CCCC1 (THF), O1CCCC1 (tetrahydrofuran). The product is BrC=1C=C(C=CC1)SC1=NC=CC=C1O (2-(3-bromophenylthio)-3-pyridinol). The yield is 77.5%. Reaction SMILES: Br[C:2]1[C:7]([OH:8])=[CH:6][CH:5]=[CH:4][N:3]=1.[Br:9][C:10]1[CH:11]=[C:12]([SH:16])[CH:13]=[CH:14][CH:15]=1.CC(C)=O.C(OCC)(=O)C>O1CCCC1>[Br:9][C:10]1[CH:11]=[C:12]([S:16][C:2]2[C:7]([OH:8])=[CH:6][CH:5]=[CH:4][N:3]=2)[CH:13]=[CH:14][CH:15]=1. Procedure details: 2-Bromo3-pyridinol (44 g, 250 mmol) and 3-bromothiophenol (30 g, 160 mmol) are dissolved in tetrahydrofuran (hereinafter, occasionally referred to as THF) (100 ml) and dimethylformaldehyde (hereinafter, referred to as DMF) (100 ml), and the mixture is heated under reflux for 5 hours. After being allowed to cool, ethyl acetate (1000 ml) is added to the mixture, and the mixture is washed with 5% aqueous sodium hydroxide solution (50 ml×2) and a saturated brine (100 ml×2), and dried over anhydrous ... Starting materials: ClC=1SC(=CN1)CCl (2-chloro-5-chloromethylthiazole), ClC1=NC(=CC=C1CCl)Cl (2,6-dichloro-3-pyridylmethyl chloride). The product is ClC=1SC(=CN1)CNC (N-(2-Chloro-5-thiazolylmethyl)-N-methylamine). The solvent is C(Cl)Cl (CH2Cl2). As a reaction SMILES: [Cl:1][C:2]1[S:3][C:4]([CH2:7]Cl)=[CH:5][N:6]=1.Cl[C:10]1C(CCl)=CC=C(Cl)[N:11]=1>C(Cl)Cl>[Cl:1][C:2]1[S:3][C:4]([CH2:7][NH:11][CH3:10])=[CH:5][N:6]=1. Procedure details: The reaction procedure of Reference Example 11 was repeated except that crude 2-chloro-5-chloromethylthiazole was used in lieu of 2,6-dichloro-3-pyridylmethyl chloride and that CH2Cl2 was used as the extractant. The procedure gave the title compound as a crude oil. Starting materials: ClC=1C(=C2C(=NC1)N(C(=C2)C2=CC=C(C(=O)O)C=C2)S(=O)(=O)C2=CC=C(C)C=C2)C2=CN=C(S2)C2(CCC2)O (4-(5-chloro-4-(2-(1-hydroxycyclobutyl)thiazol-5-yl)-1-tosyl-1H-pyrrolo[2,3-b]pyridin-2-yl)benzoic acid), [OH-].[Na+] (sodium hydroxide). Run in CO (methanol). The product is ClC=1C(=C2C(=NC1)NC(=C2)C2=CC=C(C(=O)O)C=C2)C2=CN=C(S2)C2(CCC2)O (4-{5-chloro-4-[2-(1-hydroxycyclobutyl)-1,3-thiazol-5-yl]-1H-pyrrolo[2,3-b]pyridin-2-yl}benzoic acid). As a reaction SMILES: [Cl:1][C:2]1[C:3]([C:30]2[S:34][C:33]([C:35]3([OH:39])[CH2:38][CH2:37][CH2:36]3)=[N:32][CH:31]=2)=[C:4]2[CH:10]=[C:9]([C:11]3[CH:19]=[CH:18][C:14]([C:15]([OH:17])=[O:16])=[CH:13][CH:12]=3)[N:8](S(C3C=CC(C)=CC=3)(=O)=O)[C:5]2=[N:6][CH:7]=1.[OH-].[Na+]>CO>[Cl:1][C:2]1[C:3]([C:30]2[S:34][C:33]([C:35]3([OH:39])[CH2:38][CH2:37][CH2:36]3)=[N:32][CH:31]=2)=[C:4]2[CH:10]=[C:9]([C:11]3[CH:12]=[CH:13][C:14]([C:15]([OH:17])=[O:16])=[CH:18][CH:19]=3)[NH:8][C:5]2=[N:6][CH:7]=1 |f:1.2|. Procedure details: A solution of 4-(5-chloro-4-(2-(1-hydroxycyclobutyl)thiazol-5-yl)-1-tosyl-1H-pyrrolo[2,3-b]pyridin-2-yl)benzoic acid (Example 16B) (450 mg, 0.776 mmol) in methanol (7.8 mL) and 2N sodium hydroxide solution (2.7 mL, 5.43 mmol) was heated by microwave irradiation (Biotage, Initiator) in a sealed vessel to 105° C. for 7 minutes. The reaction was cooled to room temperature and concentrated to dryness. The residue was suspended in water, and the pH adjusted to ˜2 with 10% aqueous HCl solution. The so... Starting materials: CCCCCOCC1CO1, [Na+], [OH-], O, O=C(O)CCCCC(=O)O. Product: CCCCCOCC(O)CO. Reaction SMILES: [CH2:1]([CH:2]1[CH2:3][O:4]1)[O:5][CH2:6][CH2:7][CH2:8][CH2:9][CH3:10].[Na+:22].[OH-:21].[OH2:23].[OH:11][C:12]([CH2:13][CH2:14][CH2:15][CH2:16][C:17](=[O:18])[OH:19])=[O:20]>>[CH2:1]([CH:2]([CH2:3][OH:11])[OH:4])[O:5][CH2:6][CH2:7][CH2:8][CH2:9][CH3:10].